Dataset: the Open Reaction Database (ORD), a public repository of structured organic reaction records. Task: describe an organic reaction: reactants, conditions, products, and yield Starting materials: Cc1ccc(F)cc1Br, [K+], O=[N+]([O-])[O-], O, O=S(=O)(O)O. Yields the product Cc1cc([N+](=O)[O-])c(F)cc1Br. As a reaction SMILES: [Br:1][c:2]1[c:3]([CH3:9])[cH:4][cH:5][c:6]([F:8])[cH:7]1.[K+:10].[O-:11][N+:12]([O-:13])=[O:14].[OH2:20].[S:15](=[O:16])(=[O:17])([OH:18])[OH:19]>>[Br:1][c:2]1[c:3]([CH3:9])[cH:4][c:5]([N+:12](=[O:11])[O-:13])[c:6]([F:8])[cH:7]1. Reactants: C1(=CC=CC=C1)C(C=O)C (2-phenylpropanal), CC(=C)C=C (2-methyl-1,3-butadiene). The product is CC=1CC(OCC1)C(C)C1=CC=CC=C1 (4-Methyl-2-(1-phenylethyl)-3,6-dihydro-2H-pyran). The yield is 13.3%. Reaction SMILES: [C:1]1([CH:7]([CH3:10])[CH:8]=[O:9])[CH:6]=[CH:5][CH:4]=[CH:3][CH:2]=1.[CH3:11][C:12]([CH:14]=[CH2:15])=[CH2:13]>>[CH3:11][C:12]1[CH2:13][CH:8]([CH:7]([C:1]2[CH:6]=[CH:5][CH:4]=[CH:3][CH:2]=2)[CH3:10])[O:9][CH2:15][CH:14]=1. Reported procedure: 4-Methyl-2-(1-phenylethyl)-3,6-dihydro-2H-pyran was prepared similarly according to EXAMPLE I using 2-phenylpropanal (500 g, 3.72 mol) and 2-methyl-1,3-butadiene (279 g, 4.1 mol). 4-Methyl-2-(1-phenylethyl)-3,6-dihydro-2H-pyran (100 g) was obtained with a boiling point of 115-116° C. at 3 mmHg. Starting materials: S(=O)(=O)(C1=CC=C(C)C=C1)N1C2=C(C=C(CC1)NC(OC(C)(C)C)=O)C=CC=C2 (tert-butyl 1-tosyl-2,3-dihydro-1H-benzo[b]azepin-4-ylcarbamate), [H][H] (hydrogen). The reagents and catalysts are [Pd] (palladium on carbon). Run in CO (methanol). Product: S(=O)(=O)(C1=CC=C(C)C=C1)N1C2=C(CC(CC1)NC(OC(C)(C)C)=O)C=CC=C2 (tert-butyl 1-tosyl-2,3,4,5-tetrahydro-1H-benzo[b]azepin-4-ylcarbamate). The yield is 840.3%. RXN SMILES: [S:1]([N:11]1[CH2:17][CH2:16][C:15]([NH:18][C:19](=[O:25])[O:20][C:21]([CH3:24])([CH3:23])[CH3:22])=[CH:14][C:13]2[CH:26]=[CH:27][CH:28]=[CH:29][C:12]1=2)([C:4]1[CH:10]=[CH:9][C:7]([CH3:8])=[CH:6][CH:5]=1)(=[O:3])=[O:2].[H][H]>CO.[Pd]>[S:1]([N:11]1[CH2:17][CH2:16][CH:15]([NH:18][C:19](=[O:25])[O:20][C:21]([CH3:22])([CH3:23])[CH3:24])[CH2:14][C:13]2[CH:26]=[CH:27][CH:28]=[CH:29][C:12]1=2)([C:4]1[CH:5]=[CH:6][C:7]([CH3:8])=[CH:9][CH:10]=1)(=[O:2])=[O:3]. Procedure details: To a solution of tert-butyl 1-tosyl-2,3-dihydro-1H-benzo[b]azepin-4-ylcarbamate (4.5 g, 0.001 mol) in methanol (120 mL), 10% palladium on carbon (0.5 g) was added. The reaction mixture was stirred under 1 atmosphere of hydrogen for 4 days. The reaction mixture was filtered and concentrated to dryness to give a residue which was purified by silica gel column chromatography eluting with (0-10% ethyl actetae in hexane) to afford tert-butyl 1-tosyl-2,3,4,5-tetrahydro-1H-benzo[b]azepin-4-ylcarbamate ... The reactants are CCCCCCCCOc1ccc(-c2ccc(Br)cc2)cc1, OB(O)c1ccc(OCCCCC(F)(F)C(F)(F)C(F)(F)C(F)(F)F)c(F)c1F, [Na+], [Na+], O=C([O-])[O-], c1ccc(P(c2ccccc2)(c2ccccc2)[Pd](P(c2ccccc2)(c2ccccc2)c2ccccc2)(P(c2ccccc2)(c2ccccc2)c2ccccc2)P(c2ccccc2)(c2ccccc2)c2ccccc2)cc1. Yields the product CCCCCCCCOc1ccc(-c2ccc(-c3ccc(OCCCCC(F)(F)C(F)(F)C(F)(F)C(F)(F)F)c(F)c3F)cc2)cc1. Reaction SMILES: [Br:1][c:2]1[cH:3][cH:4][c:5](-[c:8]2[cH:9][cH:10][c:11]([O:14][CH2:15][CH2:16][CH2:17][CH2:18][CH2:19][CH2:20][CH2:21][CH3:22])[cH:12][cH:13]2)[cH:6][cH:7]1.[F:23][c:24]1[c:25]([B:49]([OH:50])[OH:51])[cH:26][cH:27][c:28]([O:31][CH2:32][CH2:33][CH2:34][CH2:35][C:36]([C:37]([C:38]([C:39]([F:40])([F:41])[F:42])([F:43])[F:44])([F:45])[F:46])([F:47])[F:48])[c:29]1[F:30].[Na+:52].[Na+:53].[O-:54][C:55](=[O:56])[O-:57].[cH:58]1[cH:59][cH:60][c:61]([P:62]([Pd:63]([P:64]([c:65]2[cH:66][cH:67][cH:68][cH:69][cH:70]2)([c:71]2[cH:72][cH:73][cH:74][cH:75][cH:76]2)[c:77]2[cH:78][cH:79][cH:80][cH:81][cH:82]2)([P:83]([c:84]2[cH:85][cH:86][cH:87][cH:88][cH:89]2)([c:90]2[cH:91][cH:92][cH:93][cH:94][cH:95]2)[c:96]2[cH:97][cH:98][cH:99][cH:100][cH:101]2)[P:102]([c:103]2[cH:104][cH:105][cH:106][cH:107][cH:108]2)([c:109]2[cH:110][cH:111][cH:112][cH:113][cH:114]2)[c:115]2[cH:116][cH:117][cH:118][cH:119][cH:120]2)([c:121]2[cH:122][cH:123][cH:124][cH:125][cH:126]2)[c:127]2[cH:128][cH:129][cH:130][cH:131][cH:132]2)[cH:133][cH:134]1>>[c:2]1(-[c:25]2[c:24]([F:23])[c:29]([F:30])[c:28]([O:31][CH2:32][CH2:33][CH2:34][CH2:35][C:36]([C:37]([C:38]([C:39]([F:40])([F:41])[F:42])([F:43])[F:44])([F:45])[F:46])([F:47])[F:48])[cH:27][cH:26]2)[cH:3][cH:4][c:5](-[c:8]2[cH:9][cH:10][c:11]([O:14][CH2:15][CH2:16][CH2:17][CH2:18][CH2:19][CH2:20][CH2:21][CH3:22])[cH:12][cH:13]2)[cH:6][cH:7]1. Reaction SMILES: C[Al](C)C.[Cl:5][C:6]1[C:7]([CH3:30])=[N:8][C:9]([NH:13][C:14]([NH:16][S:17]([C:20]2[CH:25]=[CH:24][CH:23]=[CH:22][C:21]=2[C:26](OC)=[O:27])(=[O:19])=[O:18])=[O:15])=[N:10][C:11]=1[CH3:12].[CH3:31][SH:32]>C1(C)C=CC=CC=1>[Cl:5][C:6]1[C:7]([CH3:30])=[N:8][C:9]([NH:13][C:14]([NH:16][S:17]([C:20]2[CH:25]=[CH:24][CH:23]=[CH:22][C:21]=2[C:26]([S:32][CH3:31])=[O:27])(=[O:19])=[O:18])=[O:15])=[N:10][C:11]=1[CH3:12]. Run at time 1 hour. Run in C1(=CC=CC=C1)C (toluene). Starting materials: ClC=1C(=NC(=NC1C)NC(=O)NS(=O)(=O)C1=C(C=CC=C1)C(=O)OC)C (N-[(5-chloro-4,6-dimethylpyrimidin-2-yl)-aminocarbonyl]-2-methoxycarbonylbenzenesulfonamide), C[Al](C)C (Trimethylaluminum), CS (methyl mercaptan). Procedure: Trimethylaluminum (6.0 ml, 2 M) is charged via syringe to 15 ml dry toluene under nitrogen atmosphere and 3.8 g N-[(5-chloro-4,6-dimethylpyrimidin-2-yl)-aminocarbonyl]-2-methoxycarbonylbenzenesulfonamide is added portionwise. After stirring at room temperature for one hour, methyl mercaptan (gas) is passed through the reaction mixture until the initial temperature rise subsided, whereupon the addition is discontinued. The reaction mixture is allowed to stir at room temperature for 1 hour, and qu... The product is ClC=1C(=NC(=NC1C)NC(=O)NS(=O)(=O)C1=C(C=CC=C1)C(=O)SC)C (N-[(5-chloro-4,6-dimethylpyrimidin-2-yl)aminocarbonyl]-2-(methylthio)carbonylbenzenesulfonamide). The reactants are CO, NO, [Na+], COC(=O)c1ccc2ccn(CCOc3ccccc3CN3CCOCC3)c2c1, [OH-], O. The product is O=C(NO)c1ccc2ccn(CCOc3ccccc3CN3CCOCC3)c2c1. As a reaction SMILES: [CH3:35][OH:36].[NH2:32][OH:33].[Na+:31].[O:1]1[CH2:2][CH2:3][N:4]([CH2:7][c:8]2[c:9]([O:10][CH2:11][CH2:12][n:13]3[cH:14][cH:15][c:16]4[cH:17][cH:18][c:19]([C:22](=[O:23])[O:24][CH3:25])[cH:20][c:21]34)[cH:26][cH:27][cH:28][cH:29]2)[CH2:5][CH2:6]1.[OH-:30].[OH2:34]>>[O:1]1[CH2:2][CH2:3][N:4]([CH2:7][c:8]2[c:9]([O:10][CH2:11][CH2:12][n:13]3[cH:14][cH:15][c:16]4[cH:17][cH:18][c:19]([C:22](=[O:23])[NH:32][OH:30])[cH:20][c:21]34)[cH:26][cH:27][cH:28][cH:29]2)[CH2:5][CH2:6]1. Starting materials: Cl.NC1=NN2C(N(C(=C([C@H]2C2=CC=C(C=C2)C#N)C#N)C)C2=CC(=CC=C2)C(F)(F)F)=N1 ((7R)-2-amino-7-(4-cyanophenyl)-5-methyl-4-[3-(trifluoromethyl)phenyl]-4,7-dihydro[1,2,4]triazolo[1,5-a]pyrimidine-6-carbonitrile hydrochloride), O1CC(CC1)C(=O)Cl (tetrahydrofuran-3-carbonyl chloride). Solvent: N1=CC=CC=C1 (pyridine). Reaction conditions: time 12 hour. Product: C(#N)C1=C(N(C=2N([C@@H]1C1=CC=C(C=C1)C#N)N=C(N2)NC(=O)C2COCC2)C2=CC(=CC=C2)C(F)(F)F)C (N-{(7R)-6-Cyano-7-(4-cyanophenyl)-5-methyl-4-[3-(trifluoromethyl)phenyl]-4,7-dihydro[1,2,4]triazolo[1,5-a]pyrimidin-2-yl}tetrahydrofuran-3-carboxamide). Reaction SMILES: Cl.[NH2:2][C:3]1[N:32]=[C:6]2[N:7]([C:22]3[CH:27]=[CH:26][CH:25]=[C:24]([C:28]([F:31])([F:30])[F:29])[CH:23]=3)[C:8]([CH3:21])=[C:9]([C:19]#[N:20])[C@@H:10]([C:11]3[CH:16]=[CH:15][C:14]([C:17]#[N:18])=[CH:13][CH:12]=3)[N:5]2[N:4]=1.[O:33]1[CH2:37][CH2:36][CH:35]([C:38](Cl)=[O:39])[CH2:34]1>N1C=CC=CC=1>[C:19]([C:9]1[C@@H:10]([C:11]2[CH:16]=[CH:15][C:14]([C:17]#[N:18])=[CH:13][CH:12]=2)[N:5]2[N:4]=[C:3]([NH:2][C:38]([CH:35]3[CH2:36][CH2:37][O:33][CH2:34]3)=[O:39])[N:32]=[C:6]2[N:7]([C:22]2[CH:27]=[CH:26][CH:25]=[C:24]([C:28]([F:29])([F:31])[F:30])[CH:23]=2)[C:8]=1[CH3:21])#[N:20] |f:0.1|. Procedure details: Under an atmosphere of argon protective gas, (7R)-2-amino-7-(4-cyanophenyl)-5-methyl-4-[3-(trifluoromethyl)phenyl]-4,7-dihydro[1,2,4]triazolo[1,5-a]pyrimidine-6-carbonitrile hydrochloride (30 mg, 66 μmol) was dissolved in abs. pyridine (1.5 ml). At room temperature, tetrahydrofuran-3-carbonyl chloride (26 mg, 197 μmol, 3 eq.) was added. After 12 h, analysis of the reaction by HPLC showed substantial conversion. The reaction mixture was concentrated under reduced pressure and purified by preparat... The reactants are COC1=CC=C2C(=CC(N(C2=C1)CCN1CCC(CC1)NCCSC1=C(C(=O)OC)C=CC=C1)=O)C (methyl 2-((2-(1-(2-(7-methoxy-4-methyl-2-oxoquinolin-1(2H)-yl)ethyl)piperidin-4-ylamino)ethyl)thio)benzoate), [OH-].[Na+] (sodium hydroxide). The solvent is C(C)O (ethanol). Reaction conditions: time 40 minute. Product: COC1=CC=C2C(=CC(N(C2=C1)CCN1CCC(CC1)NCCSC1=C(C(=O)O)C=CC=C1)=O)C (2-((2-(1-(2-(7-methoxy-4-methyl-2-oxoquinolin-1(2H)-yl)ethyl)piperidin-4-ylamino)ethyl)thio)benzoic acid). Isolated yield 48.0%. Reaction SMILES: [CH3:1][O:2][C:3]1[CH:12]=[C:11]2[C:6]([C:7]([CH3:36])=[CH:8][C:9](=[O:35])[N:10]2[CH2:13][CH2:14][N:15]2[CH2:20][CH2:19][CH:18]([NH:21][CH2:22][CH2:23][S:24][C:25]3[CH:34]=[CH:33][CH:32]=[CH:31][C:26]=3[C:27]([O:29]C)=[O:28])[CH2:17][CH2:16]2)=[CH:5][CH:4]=1.[OH-].[Na+]>C(O)C>[CH3:1][O:2][C:3]1[CH:12]=[C:11]2[C:6]([C:7]([CH3:36])=[CH:8][C:9](=[O:35])[N:10]2[CH2:13][CH2:14][N:15]2[CH2:16][CH2:17][CH:18]([NH:21][CH2:22][CH2:23][S:24][C:25]3[CH:34]=[CH:33][CH:32]=[CH:31][C:26]=3[C:27]([OH:29])=[O:28])[CH2:19][CH2:20]2)=[CH:5][CH:4]=1 |f:1.2|. Procedure details: To 1 mL of an ethanol solution containing 60 mg of methyl 2-((2-(1-(2-(7-methoxy-4-methyl-2-oxoquinolin-1(2H)-yl)ethyl)piperidin-4-ylamino)ethyl)thio)benzoate, 0.1 mL of 20% aqueous sodium hydroxide solution was added at room temperature and stirred for 1 hour and 40 min. After the solvent was removed from the reaction mixture under reduced pressure, water was added, adjusted to pH 6.2 with 6.0 mol/L hydrochloric acid. The resulting solid was filtered, washed with water and diethylether to give ...